Dataset: the Open Reaction Database (ORD), a public repository of structured organic reaction records. Task: describe an organic reaction: reactants, conditions, products, and yield The reactants are Br.FC1=C(C=C(C=C1)C(F)(F)F)C=1N=C(SC1)N (4-(2-fluoro-5-trifluoromethyl-phenyl)-thiazol-2-ylamine hydrobromide), C1(=CC=C(C=C1)S(=O)(=O)Cl)C (p-toluenesulfonyl chloride), Cl (hydrochloric acid). Solvent: N1=CC=CC=C1 (pyridine). Reaction conditions: time 30 minute. The product is FC1=C(C=C(C=C1)C(F)(F)F)C=1N=C(SC1)NS(=O)(=O)C1=CC=C(C=C1)C (N-[4-(2-Fluoro-5-trifluoromethyl-phenyl)-thiazol-2-yl]-4-methyl-benzenesulfonamide). As a reaction SMILES: Br.[F:2][C:3]1[CH:8]=[CH:7][C:6]([C:9]([F:12])([F:11])[F:10])=[CH:5][C:4]=1[C:13]1[N:14]=[C:15]([NH2:18])[S:16][CH:17]=1.[C:19]1([CH3:29])[CH:24]=[CH:23][C:22]([S:25](Cl)(=[O:27])=[O:26])=[CH:21][CH:20]=1.Cl>N1C=CC=CC=1>[F:2][C:3]1[CH:8]=[CH:7][C:6]([C:9]([F:10])([F:12])[F:11])=[CH:5][C:4]=1[C:13]1[N:14]=[C:15]([NH:18][S:25]([C:22]2[CH:23]=[CH:24][C:19]([CH3:29])=[CH:20][CH:21]=2)(=[O:27])=[O:26])[S:16][CH:17]=1 |f:0.1|. Procedure: A mixture of 0.5 g of 4-(2-fluoro-5-trifluoromethyl-phenyl)-thiazol-2-ylamine hydrobromide with 0.30 g of p-toluenesulfonyl chloride was stirred for 3 hours with 2 ml of pyridine. The resulting, red colored suspension was poured into 30 ml of 1N hydrochloric acid and the mixture was extracted with ethyl acetate. The organic phase was dried with magnesium sulphate and concentrated. The residue was dissolved in a mixture of 20 ml of ethanol and 20 ml of 2N sodium hydroxide solution. After the addi...